Dataset: the Open Reaction Database (ORD), a public repository of structured organic reaction records. Task: describe an organic reaction: reactants, conditions, products, and yield Reactants: C1(CC1)CNS(=O)(=O)C1=CC(=C(C(=C1)Cl)OC1=C(C=C(C=C1)[N+](=O)[O-])Cl)Cl (N-(Cyclopropylmethyl)-3,5-Dichloro-4-(2-Chloro-4-Nitrophenoxy) Benzenesulfonamide), BrC1=CC=C(CN)C=C1 (4-bromobenzylamine). Product: BrC1=CC=C(CNS(=O)(=O)C2=CC(=C(C(=C2)Cl)OC2=C(C=C(C=C2)[N+](=O)[O-])Cl)Cl)C=C1 (N-(4-bromobenzyl)-3,5-dichloro-4-(2-chloro-4-nitrophenoxy)benzenesulfonamide). Reaction SMILES: [CH:1]1([CH2:4][NH:5][S:6]([C:9]2[CH:14]=[C:13]([Cl:15])[C:12]([O:16][C:17]3[CH:22]=[CH:21][C:20]([N+:23]([O-:25])=[O:24])=[CH:19][C:18]=3[Cl:26])=[C:11]([Cl:27])[CH:10]=2)(=[O:8])=[O:7])[CH2:3][CH2:2]1.[Br:28][C:29]1C=CC(CN)=[CH:31][CH:30]=1>>[Br:28][C:29]1[CH:3]=[CH:2][C:1]([CH2:4][NH:5][S:6]([C:9]2[CH:10]=[C:11]([Cl:27])[C:12]([O:16][C:17]3[CH:22]=[CH:21][C:20]([N+:23]([O-:25])=[O:24])=[CH:19][C:18]=3[Cl:26])=[C:13]([Cl:15])[CH:14]=2)(=[O:8])=[O:7])=[CH:31][CH:30]=1. Procedure: This compound was prepared according to the procedure for the preparation of 120 using 4-bromobenzylamine resin in place of the cyclopropylamino methyl resin.